This data is from the Open Reaction Database (ORD), a public repository of structured organic reaction records. The task is: describe an organic reaction: reactants, conditions, products, and yield Reactants: CS(=O)(=O)c1ccc(B(O)O)cc1, [Na+], [Na+], O=C([O-])[O-], C1COCCO1, Cl[Pd]Cl, Cc1ccc(S(=O)(=O)OC(=CC2CCCCO2)c2cc3cccnc3n2S(=O)(=O)c2ccccc2)cc1, c1ccc(P(c2ccccc2)c2ccccc2)cc1, c1ccc(P(c2ccccc2)c2ccccc2)cc1. The product is CS(=O)(=O)c1ccc(C(=CC2CCCCO2)c2cc3cccnc3n2S(=O)(=O)c2ccccc2)cc1. Reaction SMILES: [CH3:38][S:39](=[O:40])(=[O:41])[c:42]1[cH:43][cH:44][c:45]([B:48]([OH:49])[OH:50])[cH:46][cH:47]1.[Na+:51].[Na+:52].[O-:53][C:54](=[O:55])[O-:56].[O:57]1[CH2:58][CH2:59][O:60][CH2:61][CH2:62]1.[Pd:63]([Cl:64])[Cl:65].[c:1]1([S:7](=[O:8])(=[O:9])[n:10]2[c:11]([C:19](=[CH:20][CH:21]3[O:22][CH2:23][CH2:24][CH2:25][CH2:26]3)[O:27][S:28]([c:29]3[cH:30][cH:31][c:32]([CH3:33])[cH:34][cH:35]3)(=[O:36])=[O:37])[cH:12][c:13]3[c:14]2[n:15][cH:16][cH:17][cH:18]3)[cH:2][cH:3][cH:4][cH:5][cH:6]1.[c:66]1([P:67]([c:68]2[cH:69][cH:70][cH:71][cH:72][cH:73]2)[c:74]2[cH:75][cH:76][cH:77][cH:78][cH:79]2)[cH:80][cH:81][cH:82][cH:83][cH:84]1.[c:85]1([P:86]([c:87]2[cH:88][cH:89][cH:90][cH:91][cH:92]2)[c:93]2[cH:94][cH:95][cH:96][cH:97][cH:98]2)[cH:99][cH:100][cH:101][cH:102][cH:103]1>>[c:1]1([S:7](=[O:8])(=[O:9])[n:10]2[c:11]([C:19](=[CH:20][CH:21]3[O:22][CH2:23][CH2:24][CH2:25][CH2:26]3)[c:45]3[cH:44][cH:43][c:42]([S:39]([CH3:38])(=[O:40])=[O:41])[cH:47][cH:46]3)[cH:12][c:13]3[c:14]2[n:15][cH:16][cH:17][cH:18]3)[cH:2][cH:3][cH:4][cH:5][cH:6]1. As a reaction SMILES: [C:43](=[O:44])([O-:45])[O-:46].[CH3:70][CH2:71][O:72][C:73]([CH3:74])=[O:75].[CH:15]1([P:16]([CH:17]2[CH2:18][CH2:19][CH2:20][CH2:21][CH2:22]2)[c:23]2[cH:24][cH:25][cH:26][cH:27][c:28]2-[c:29]2[c:30]([N:31]([CH3:32])[CH3:33])[cH:34][cH:35][cH:36][cH:37]2)[CH2:38][CH2:39][CH2:40][CH2:41][CH2:42]1.[Cl:1][c:2]1[cH:3][cH:4][c:5]([CH:8]=[CH:9][C:10](=[O:11])[O:12][CH2:13][CH3:14])[cH:6][n:7]1.[Cl:49][c:50]1[cH:51][cH:52][c:53]([C:54](=[O:55])[N:56]2[CH2:57][CH:58]([NH2:61])[CH2:59][CH2:60]2)[cH:62][cH:63]1.[Cs+:47].[Cs+:48].[O-:77][C:78]([CH3:79])=[O:80].[O-:81][C:82]([CH3:83])=[O:84].[O:64]1[CH2:65][CH2:66][O:67][CH2:68][CH2:69]1.[Pd+2:76]>>[c:2]1([NH:61][CH:58]2[CH2:57][N:56]([C:54]([c:53]3[cH:52][cH:51][c:50]([Cl:49])[cH:63][cH:62]3)=[O:55])[CH2:60][CH2:59]2)[cH:3][cH:4][c:5]([CH:8]=[CH:9][C:10](=[O:11])[O:12][CH2:13][CH3:14])[cH:6][n:7]1. Starting materials: O=C([O-])[O-], CCOC(C)=O, CN(C)c1ccccc1-c1ccccc1P(C1CCCCC1)C1CCCCC1, CCOC(=O)C=Cc1ccc(Cl)nc1, NC1CCN(C(=O)c2ccc(Cl)cc2)C1, [Cs+], [Cs+], CC(=O)[O-], CC(=O)[O-], C1COCCO1, [Pd+2]. Product: CCOC(=O)C=Cc1ccc(NC2CCN(C(=O)c3ccc(Cl)cc3)C2)nc1. The reactants are FC(C1=C(CN2CCC(CC2)C=O)C=CC(=C1)C(F)(F)F)(F)F (1-[2,4-bis(trifluoromethyl)benzyl]piperidine-4-carbaldehyde), O=C1SCC(=N1)N[C@@H](CO)C(=O)N (N2-(2-oxo-2,5-dihydro-1,3-thiazol-4-yl)-L-serinamide), C(C)(=O)[O-].[NH2+]1CCCCC1 (piperidinium acetate). The solvent is CC(C)O (2-propanol). Reaction conditions: temperature 60 celsius, time 8 hour. Yields the product FC(C1=C(CN2CCC(CC2)\C=C/2\C(=NC(S2)=O)N[C@@H](CO)C(=O)N)C=CC(=C1)C(F)(F)F)(F)F (N2-[(5Z)-5-({1-[2,4-bis(trifluoromethyl)benzyl]piperidin-4-yl}methylidene)-2-oxo-2,5-dihydro-1,3-thiazol-4-yl]-L-serinamide). Yield: 15.7%. RXN SMILES: [F:1][C:2]([F:23])([F:22])[C:3]1[CH:17]=[C:16]([C:18]([F:21])([F:20])[F:19])[CH:15]=[CH:14][C:4]=1[CH2:5][N:6]1[CH2:11][CH2:10][CH:9]([CH:12]=O)[CH2:8][CH2:7]1.[O:24]=[C:25]1[N:29]=[C:28]([NH:30][C@H:31]([C:34]([NH2:36])=[O:35])[CH2:32][OH:33])[CH2:27][S:26]1.C([O-])(=O)C.[NH2+]1CCCCC1>CC(O)C>[F:23][C:2]([F:1])([F:22])[C:3]1[CH:17]=[C:16]([C:18]([F:21])([F:20])[F:19])[CH:15]=[CH:14][C:4]=1[CH2:5][N:6]1[CH2:11][CH2:10][CH:9](/[CH:12]=[C:27]2/[C:28]([NH:30][C@H:31]([C:34]([NH2:36])=[O:35])[CH2:32][OH:33])=[N:29][C:25](=[O:24])[S:26]/2)[CH2:8][CH2:7]1 |f:2.3|. Procedure: To a solution of 1-[2,4-bis(trifluoromethyl)benzyl]piperidine-4-carbaldehyde (893 mg) in 2-propanol (20 mL) were added N2-(2-oxo-2,5-dihydro-1,3-thiazol-4-yl)-L-serinamide (1.07 g) and piperidinium acetate (195 mg). The reaction mixture was stirred at 60° C. overnight, and the solvent was evaporated under reduced pressure. The residue was purified by silica gel column chromatography (methanol/ethyl acetate) to give the title compound (217 mg). Starting materials: C1CCOC1, CCCCCC, Cl, COc1ccc(Cn2ccnc2S)cc1C(F)(F)F, O, c1ccncc1. Yields the product Oc1ccc(Cn2ccnc2S)cc1C(F)(F)F. RXN SMILES: [CH2:27]1[O:28][CH2:29][CH2:30][CH2:31]1.[CH3:32][CH2:33][CH2:34][CH2:35][CH2:36][CH3:37].[ClH:20].[F:1][C:2]([c:3]1[cH:4][c:5]([CH2:6][n:7]2[c:8]([SH:12])[n:9][cH:10][cH:11]2)[cH:13][cH:14][c:15]1[O:16][CH3:17])([F:18])[F:19].[OH2:38].[n:21]1[cH:22][cH:23][cH:24][cH:25][cH:26]1>>[F:1][C:2]([c:3]1[cH:4][c:5]([CH2:6][n:7]2[c:8]([SH:12])[n:9][cH:10][cH:11]2)[cH:13][cH:14][c:15]1[OH:16])([F:18])[F:19]. Yields the product O=C(O)C1(c2cc(OCC(F)(F)F)c(Cl)c(-c3ccc(C(F)(F)F)cc3)c2)CCCC1. RXN SMILES: [CH2:38]1[O:39][CH2:40][CH2:41][CH2:42]1.[CH3:36][OH:37].[Cl:1][c:2]1[c:3]([O:28][CH2:29][C:30]([F:31])([F:32])[F:33])[cH:4][c:5]([C:18]2([C:23](=[O:24])[O:25][CH2:26][CH3:27])[CH2:19][CH2:20][CH2:21][CH2:22]2)[cH:6][c:7]1-[c:8]1[cH:9][cH:10][c:11]([C:14]([F:15])([F:16])[F:17])[cH:12][cH:13]1.[Li+:35].[OH-:34].[OH2:43]>>[Cl:1][c:2]1[c:3]([O:28][CH2:29][C:30]([F:31])([F:32])[F:33])[cH:4][c:5]([C:18]2([C:23](=[O:24])[OH:25])[CH2:19][CH2:20][CH2:21][CH2:22]2)[cH:6][c:7]1-[c:8]1[cH:9][cH:10][c:11]([C:14]([F:15])([F:16])[F:17])[cH:12][cH:13]1. Starting materials: C1CCOC1, CO, CCOC(=O)C1(c2cc(OCC(F)(F)F)c(Cl)c(-c3ccc(C(F)(F)F)cc3)c2)CCCC1, [Li+], [OH-], O. The reactants are CCCCCCCCC=CCCCCCCCC(=O)OCCCCCCCCCCCCCCCCCCCCCCCCCCC(=O)O, CC(C)N=C=NC(C)C, ClC(Cl)Cl, Cl, On1nnc2ccccc21, CCCCCCCCCCCCCCC(O)C(O)C(N)CO. The product is CCCCCCCCC=CCCCCCCCC(=O)OCCCCCCCCCCCCCCCCCCCCCCCCCCC(=O)NC(CO)C(O)C(O)CCCCCCCCCCCCCC. RXN SMILES: [C:1]([CH2:2][CH2:3][CH2:4][CH2:5][CH2:6][CH2:7][CH2:8][CH:9]=[CH:10][CH2:11][CH2:12][CH2:13][CH2:14][CH2:15][CH2:16][CH2:17][CH3:18])(=[O:19])[O:20][CH2:21][CH2:22][CH2:23][CH2:24][CH2:25][CH2:26][CH2:27][CH2:28][CH2:29][CH2:30][CH2:31][CH2:32][CH2:33][CH2:34][CH2:35][CH2:36][CH2:37][CH2:38][CH2:39][CH2:40][CH2:41][CH2:42][CH2:43][CH2:44][CH2:45][CH2:46][C:47](=[O:48])[OH:49].[CH:82]([N:83]=[C:84]=[N:85][CH:86]([CH3:87])[CH3:88])([CH3:89])[CH3:90].[CH:92]([Cl:93])([Cl:94])[Cl:95].[ClH:91].[OH:50][n:51]1[c:52]2[cH:53][cH:54][cH:55][cH:56][c:57]2[n:58][n:59]1.[OH:60][CH2:61][CH:62]([NH2:63])[CH:64]([OH:65])[CH:66]([OH:67])[CH2:68][CH2:69][CH2:70][CH2:71][CH2:72][CH2:73][CH2:74][CH2:75][CH2:76][CH2:77][CH2:78][CH2:79][CH2:80][CH3:81]>>[C:1]([CH2:2][CH2:3][CH2:4][CH2:5][CH2:6][CH2:7][CH2:8][CH:9]=[CH:10][CH2:11][CH2:12][CH2:13][CH2:14][CH2:15][CH2:16][CH2:17][CH3:18])(=[O:19])[O:20][CH2:21][CH2:22][CH2:23][CH2:24][CH2:25][CH2:26][CH2:27][CH2:28][CH2:29][CH2:30][CH2:31][CH2:32][CH2:33][CH2:34][CH2:35][CH2:36][CH2:37][CH2:38][CH2:39][CH2:40][CH2:41][CH2:42][CH2:43][CH2:44][CH2:45][CH2:46][C:47](=[O:49])[NH:63][CH:62]([CH2:61][OH:60])[CH:64]([OH:65])[CH:66]([OH:67])[CH2:68][CH2:69][CH2:70][CH2:71][CH2:72][CH2:73][CH2:74][CH2:75][CH2:76][CH2:77][CH2:78][CH2:79][CH2:80][CH3:81].